Dataset: the Open Reaction Database (ORD), a public repository of structured organic reaction records. Task: describe an organic reaction: reactants, conditions, products, and yield Starting materials: C1(=CC=CC=C1)CC#N (2-phenylacetonitrile), Cl (HCl), C1(CCCC1)[Mg]Cl (cyclopentylmagnesium chloride), O1CCCC1 (tetrahydro-furan), C1CCOC1 (THF). Reagents/catalysts: CC([O-])C.[Ti+4].CC([O-])C.CC([O-])C.CC([O-])C (titanium(IV) isopropoxide). Conditions: temperature -50 celsius, time 2 hour. The product is C1(CCCC1)C(CC1=CC=CC=C1)=O (1-cyclopentyl-2-phenylethanone). Yield: 66.5%. Reaction SMILES: [CH:1]1([Mg]Cl)[CH2:5][CH2:4][CH2:3][CH2:2]1.[C:8]1([CH2:14][C:15]#N)[CH:13]=[CH:12][CH:11]=[CH:10][CH:9]=1.Cl.[O:18]1CCCC1>CC(C)[O-].[Ti+4].CC(C)[O-].CC(C)[O-].CC(C)[O-]>[CH:1]1([C:15](=[O:18])[CH2:14][C:8]2[CH:13]=[CH:12][CH:11]=[CH:10][CH:9]=2)[CH2:5][CH2:4][CH2:3][CH2:2]1 |f:4.5.6.7.8|. Procedure details: To a solution of titanium(IV) isopropoxide (5.13 mmol, 1.46 g) in anhydrous tetrahydro-furan (10 mL) was added a solution of cyclopentylmagnesium chloride in THF (7.69 mmol) at −78° C. Reaction was warmed to −50° C. in 5 min, then maintained at that temperature for 8 min and reaction became dark-brown to black. After cooling back to −78° C., 2-phenylacetonitrile (600 mg, 5.13 mmol) was added by a syringe, and the mixture was stirred at −78° C. for 2 h. 1 N HCl aqueous solution was added to quenc... Starting materials: BrCc1ccccc1, O=C([O-])[O-], CCOCC, COc1cc(CO)ccc1[N+](=O)[O-], [Cs+], [Cs+]. The product is COc1cc(COCc2ccccc2)ccc1[N+](=O)[O-]. As a reaction SMILES: [Br:20][CH2:21][c:22]1[cH:23][cH:24][cH:25][cH:26][cH:27]1.[C:1](=[O:2])([O-:3])[O-:4].[CH3:28][CH2:29][O:30][CH2:31][CH3:32].[CH3:7][O:8][c:9]1[cH:10][c:11]([CH2:12][OH:13])[cH:14][cH:15][c:16]1[N+:17](=[O:18])[O-:19].[Cs+:5].[Cs+:6]>>[CH3:7][O:8][c:9]1[cH:10][c:11]([CH2:12][O:13][CH2:21][c:22]2[cH:23][cH:24][cH:25][cH:26][cH:27]2)[cH:14][cH:15][c:16]1[N+:17](=[O:18])[O-:19]. Reaction SMILES: [NH2-].[Na+].[CH2:3]([NH2:10])[C:4]1[CH:9]=[CH:8][CH:7]=[CH:6][CH:5]=1.[CH2:11]([O:18][C:19]1[CH:24]=[CH:23][C:22]([CH3:25])=[CH:21][C:20]=1Br)[C:12]1[CH:17]=[CH:16][CH:15]=[CH:14][CH:13]=1.CO>O1CCCC1>[CH2:3]([NH:10][C:23]1[CH:24]=[C:19]([O:18][CH2:11][C:12]2[CH:13]=[CH:14][CH:15]=[CH:16][CH:17]=2)[CH:20]=[CH:21][C:22]=1[CH3:25])[C:4]1[CH:9]=[CH:8][CH:7]=[CH:6][CH:5]=1 |f:0.1|. Reaction conditions: temperature 60 celsius, time 10 minute. Run in O1CCCC1 (tetrahydrofuran). Yields the product C(C1=CC=CC=C1)NC1=C(C=CC(=C1)OCC1=CC=CC=C1)C (2-Benzylamino-4-benzyloxy-1-methylbenzene). Reported procedure: 100.0 g (2.56 mol) of sodium amide was added to 700 g (6.53 mol) of benzylamine under an argon atmosphere, and the mixture was stirred for 10 minutes at 60° C. A solution of 222.20 g (0.801 mol) of 1-benzyloxy-2-bromo-4-methylbenzene was dissolved in 400 ml of tetrahydrofuran was added dropwise to the above mixture over 50 minutes. The mixture was stirred for 50 minutes while maintaining the temperature at 60° C. Methanol was added under cooling with ice, and the mixture was poured into ice wate... The reactants are C(C1=CC=CC=C1)OC1=C(C=C(C=C1)C)Br (1-benzyloxy-2-bromo-4-methylbenzene), [NH2-].[Na+] (sodium amide), C(C1=CC=CC=C1)N (benzylamine), CO (Methanol), ice water. Isolated yield 72.3%. Reactants: C(C1=CC=CC=C1)OC(=O)N1CC(CC1)CO (1-benzyloxycarbonyl-3-hydroxymethylpyrrolidine), C(C)(C)N(CC)C(C)C (diisopropylethylamine), CS(=O)(=O)Cl (methanesulfonyl chloride). The solvent is C(Cl)Cl (CH2Cl2). Reaction conditions: time 10 minute. Yields the product C(C1=CC=CC=C1)OC(=O)N1CC(CC1)CN (1-Benzyloxycarbonyl-3-aminomethylpyrrolidine). The yield is 78.3%. RXN SMILES: [CH2:1]([O:8][C:9]([N:11]1[CH2:15][CH2:14][CH:13]([CH2:16]O)[CH2:12]1)=[O:10])[C:2]1[CH:7]=[CH:6][CH:5]=[CH:4][CH:3]=1.C([N:21](C(C)C)CC)(C)C.CS(Cl)(=O)=O>C(Cl)Cl>[CH2:1]([O:8][C:9]([N:11]1[CH2:15][CH2:14][CH:13]([CH2:16][NH2:21])[CH2:12]1)=[O:10])[C:2]1[CH:7]=[CH:6][CH:5]=[CH:4][CH:3]=1. Reported procedure: To a 0° C. solution of 350 mg of 1-benzyloxycarbonyl-3-hydroxymethylpyrrolidine in 10 mL of CH2Cl2 was added 288 mg of diisopropylethylamine, then 204 mg of methanesulfonyl chloride. After 10 min, the cooling bath was removed and the mixture was stirred for 30 min at room temperature. The mixture was diluted with 25 mL of EtOAc and washed with 10 mL of saturated NaHCO3, 2×10 mL of 1 N HCl and 10 mL of brine. The organic phase was dried over MgSO4 and concentrated. The residue was dissolved in 10... Starting materials: ClC1=NC=2N(C=C1)N=CC2C(=O)NC=2C(=NN(C2)C)C2=C(C=CC(=C2)Cl)Cl (5-chloro-N-(3-(2,5-dichlorophenyl)-1-methyl-1H-pyrazol-4-yl)pyrazolo[1,5-a]pyrimidine-3-carboxamide), N (ammonia). The solvent is C(C)O (ethanol). The product is ClC1=C(C=C(C=C1)Cl)C1=NN(C=C1NC(=O)C=1C=NN2C1N=C(C=C2)N)C (5-amino-pyrazolo[1,5-a]pyrimidine-3-carboxylic acid [3-(2,5-dichloro-phenyl)-1-methyl-1H-pyrazol-4-yl]-amide). Yield: 77.0%. As a reaction SMILES: Cl[C:2]1[CH:7]=[CH:6][N:5]2[N:8]=[CH:9][C:10]([C:11]([NH:13][C:14]3[C:15]([C:20]4[CH:25]=[C:24]([Cl:26])[CH:23]=[CH:22][C:21]=4[Cl:27])=[N:16][N:17]([CH3:19])[CH:18]=3)=[O:12])=[C:4]2[N:3]=1.[NH3:28]>C(O)C>[Cl:27][C:21]1[CH:22]=[CH:23][C:24]([Cl:26])=[CH:25][C:20]=1[C:15]1[C:14]([NH:13][C:11]([C:10]2[CH:9]=[N:8][N:5]3[CH:6]=[CH:7][C:2]([NH2:28])=[N:3][C:4]=23)=[O:12])=[CH:18][N:17]([CH3:19])[N:16]=1. Reported procedure: A solution of 5-chloro-N-(3-(2,5-dichlorophenyl)-1-methyl-1H-pyrazol-4-yl)pyrazolo[1,5-a]pyrimidine-3-carboxamide (110 mg, 0.26 mmol) in ethanol saturated with ammonia (4 mL) was heated at 95° C. for 30 minutes with microwave irradiation. The mixture was concentrated. Purification by flash column chromatography afforded 5-amino-pyrazolo[1,5-a]pyrimidine-3-carboxylic acid [3-(2,5-dichloro-phenyl)-1-methyl-1H-pyrazol-4-yl]-amide as a solid (80 mg, 77% yield). 1H NMR (400 MHz, DMSO-d6): 9.37 (s, 1H...